From a dataset of the Open Reaction Database (ORD), a public repository of structured organic reaction records. describe an organic reaction: reactants, conditions, products, and yield The reactants are C1(CC1)C=1C=CC(=NC1OC(C(F)(F)F)C)C(=O)O (5-cyclopropyl-6-(1,1,1-trifluoropropan-2-yloxy)picolinic acid), N[C@H](C(=O)N)CC(C)C ((2S)-2-amino-4-methyl-pentanamide). The product is C(N)(=O)[C@H](CC(C)C)NC(=O)C1=NC(=C(C=C1)C1CC1)OC(C(F)(F)F)C (5-Cyclopropyl-6-(2,2,2-trifluoro-1-methyl-ethoxy)-pyridine-2-carboxylic acid ((S)-1-carbamoyl-3-methyl-butyl)-amide). As a reaction SMILES: [CH:1]1([C:4]2[CH:5]=[CH:6][C:7]([C:17]([OH:19])=O)=[N:8][C:9]=2[O:10][CH:11]([CH3:16])[C:12]([F:15])([F:14])[F:13])[CH2:3][CH2:2]1.[NH2:20][C@@H:21]([CH2:25][CH:26]([CH3:28])[CH3:27])[C:22]([NH2:24])=[O:23]>>[C:22]([C@@H:21]([NH:20][C:17]([C:7]1[CH:6]=[CH:5][C:4]([CH:1]2[CH2:2][CH2:3]2)=[C:9]([O:10][CH:11]([CH3:16])[C:12]([F:13])([F:14])[F:15])[N:8]=1)=[O:19])[CH2:25][CH:26]([CH3:28])[CH3:27])(=[O:23])[NH2:24]. Procedure details: The title compound was synthesized in analogy to Example 1, using 5-cyclopropyl-6-(1,1,1-trifluoropropan-2-yloxy)picolinic acid and (2S)-2-amino-4-methyl-pentanamide (CAN 687-51-4) as starting materials. MS (EI): m/e=388.4 [M+H]+.